This data is from the Open Reaction Database (ORD), a public repository of structured organic reaction records. The task is: describe an organic reaction: reactants, conditions, products, and yield The reactants are COc1cccc(C(F)(F)COCCCCCCBr)c1, OCC(F)(F)Cc1ccccc1. Product: FC(F)(COCCCCCCBr)Cc1ccccc1. RXN SMILES: [Br:13][CH2:14][CH2:15][CH2:16][CH2:17][CH2:18][CH2:19][O:20][CH2:21][C:22]([c:23]1[cH:24][cH:25][cH:26][c:27]([O:28][CH3:29])[cH:30]1)([F:31])[F:32].[F:1][C:2]([CH2:3][OH:4])([CH2:5][c:6]1[cH:7][cH:8][cH:9][cH:10][cH:11]1)[F:12]>>[F:1][C:2]([CH2:3][O:4][CH2:19][CH2:18][CH2:17][CH2:16][CH2:15][CH2:14][Br:13])([CH2:5][c:6]1[cH:7][cH:8][cH:9][cH:10][cH:11]1)[F:12]. The reactants are OC1=C(C(=O)OC)C=CC(=C1)OCCCOC1=CC=CC=C1 (methyl 2-hydroxy-4-(3-phenoxypropoxy)benzoate), [OH-].[Na+] (sodium hydroxide). The solvent is CO (methanol). The product is OC1=C(C(=O)O)C=CC(=C1)OCCCOC1=CC=CC=C1 (2-Hydroxy-4-(3-phenoxypropoxy)benzoic acid). Yield: 85.3%. Reaction SMILES: [OH:1][C:2]1[CH:11]=[C:10]([O:12][CH2:13][CH2:14][CH2:15][O:16][C:17]2[CH:22]=[CH:21][CH:20]=[CH:19][CH:18]=2)[CH:9]=[CH:8][C:3]=1[C:4]([O:6]C)=[O:5].[OH-].[Na+]>CO>[OH:1][C:2]1[CH:11]=[C:10]([O:12][CH2:13][CH2:14][CH2:15][O:16][C:17]2[CH:18]=[CH:19][CH:20]=[CH:21][CH:22]=2)[CH:9]=[CH:8][C:3]=1[C:4]([OH:6])=[O:5] |f:1.2|. Reported procedure: A mixture of methyl 2-hydroxy-4-(3-phenoxypropoxy)benzoate (18.55g), methanol (40ml) and 10% aqueous sodium hydroxide (100ml) was stirred at 60° until a clear solution was obtained, then cooled and acidified. The precipitated solid was collected and recrystallised from cyclohexane-ethanol to give 15.09g (85%) of acid of mp 161°. (Found; C, 66.46; H, 5.71; C16H16O5 requires; C, 66.65; H, 5.59%). Starting materials: O=C1c2cccc(F)c2CC1Br, O=C1CCc2ccc(Cl)c(Cl)c21, Br[Cu]Br, C1COCCO1. Yields the product O=C1c2c(ccc(Cl)c2Cl)CC1Br. As a reaction SMILES: [Br:1][CH:2]1[CH2:3][c:4]2[c:5]([cH:6][cH:7][cH:8][c:9]2[F:10])[C:11]1=[O:12].[Cl:13][c:14]1[cH:15][cH:16][c:17]2[c:21]([c:22]1[Cl:23])[C:20](=[O:24])[CH2:19][CH2:18]2.[Cu:25]([Br:26])[Br:27].[O:28]1[CH2:29][CH2:30][O:31][CH2:32][CH2:33]1>>[Br:1][CH:19]1[CH2:18][c:17]2[cH:16][cH:15][c:14]([Cl:13])[c:22]([Cl:23])[c:21]2[C:20]1=[O:24].